This data is from the Open Reaction Database (ORD), a public repository of structured organic reaction records. The task is: describe an organic reaction: reactants, conditions, products, and yield Reactants: CCCCn1c(=O)c(C2=NS(=O)(=O)c3ccccc3N2)c(Cl)c2cccnc21, CO, N. The product is CCCCn1c(=O)c(C2=NS(=O)(=O)c3ccccc3N2)c(N)c2cccnc21. Reaction SMILES: [CH2:1]([CH2:2][CH2:3][CH3:4])[n:5]1[c:6](=[O:28])[c:7]([C:16]2=[N:17][S:18](=[O:26])(=[O:27])[c:19]3[c:20]([cH:22][cH:23][cH:24][cH:25]3)[NH:21]2)[c:8]([Cl:15])[c:9]2[cH:10][cH:11][cH:12][n:13][c:14]12.[CH3:30][OH:31].[NH3:29]>>[CH2:1]([CH2:2][CH2:3][CH3:4])[n:5]1[c:6](=[O:28])[c:7]([C:16]2=[N:17][S:18](=[O:26])(=[O:27])[c:19]3[c:20]([cH:22][cH:23][cH:24][cH:25]3)[NH:21]2)[c:8]([NH2:29])[c:9]2[cH:10][cH:11][cH:12][n:13][c:14]12. Reactants: [OH-].[Na+] (sodium hydroxide), Cl (Hydrochloric acid), CC1=C(N=C(O1)C1=CC=C(C=C1)C(F)(F)F)C1=CC=C(C=C1)C1=CC=C(C=C1)C=NO (4′-[5-methyl-2-(4-trifluoromethyl-phenyl)-oxazol-4-yl]-biphenyl-4-carbaldehyde oxime), C(#N)[BH3-].[Na+] (sodium cyanoborohydride). The solvent is O (water), O1CCCC1 (tetrahydrofuran), CO (methyl alcohol). Conditions: time 1 hour. Product: CC1=C(N=C(O1)C1=CC=C(C=C1)C(F)(F)F)C1=CC=C(C=C1)C1=CC=C(C=C1)CNO (N-{4′-[5-Methyl-2-(4-trifluoromethyl-phenyl)-oxazol-4-yl]-biphenyl-4-ylmethyl}-hydroxylamine). The yield is 80.1%. Reaction SMILES: Cl.[CH3:2][C:3]1[O:7][C:6]([C:8]2[CH:13]=[CH:12][C:11]([C:14]([F:17])([F:16])[F:15])=[CH:10][CH:9]=2)=[N:5][C:4]=1[C:18]1[CH:23]=[CH:22][C:21]([C:24]2[CH:29]=[CH:28][C:27]([CH:30]=[N:31][OH:32])=[CH:26][CH:25]=2)=[CH:20][CH:19]=1.C([BH3-])#N.[Na+].[OH-].[Na+]>O.O1CCCC1.CO>[CH3:2][C:3]1[O:7][C:6]([C:8]2[CH:13]=[CH:12][C:11]([C:14]([F:16])([F:15])[F:17])=[CH:10][CH:9]=2)=[N:5][C:4]=1[C:18]1[CH:23]=[CH:22][C:21]([C:24]2[CH:29]=[CH:28][C:27]([CH2:30][NH:31][OH:32])=[CH:26][CH:25]=2)=[CH:20][CH:19]=1 |f:2.3,4.5|. Procedure details: Hydrochloric acid (4 N, in dioxane, 10 mL) was added dropwise into a mixture of 4′-[5-methyl-2-(4-trifluoromethyl-phenyl)-oxazol-4-yl]-biphenyl-4-carbaldehyde oxime (1.5 g, 3.56 mmol), sodium cyanoborohydride (1.1 g, 17.81 mmol), methyl alcohol (100 mL), and tetrahydrofuran (100 mL). The reaction mixture was stirred for 1 hour poured into water, basified with sodium hydroxide (2 N), and extracted with ethyl acetate. The organic extracts were dried over MgSO4. Evaporation and purification by flas... The product is C#Cc1cccc(Oc2ccc([N+](=O)[O-])c([N+](=O)[O-])c2)c1. Starting materials: C1COCCO1, O=CC(Cl)=Cc1cccc(Oc2ccc([N+](=O)[O-])c([N+](=O)[O-])c2)c1, [Na+], [OH-], O=S(=O)(O)O. Reaction SMILES: [CH2:32]1[O:33][CH2:34][CH2:35][O:36][CH2:37]1.[N+:3](=[O:4])([O-:5])[c:6]1[cH:7][c:8]([O:9][c:10]2[cH:11][c:12]([CH:13]=[C:14]([Cl:15])[CH:16]=[O:17])[cH:18][cH:19][cH:20]2)[cH:21][cH:22][c:23]1[N+:24](=[O:25])[O-:26].[Na+:2].[OH-:1].[S:27](=[O:28])(=[O:29])([OH:30])[OH:31]>>[N+:3](=[O:4])([O-:5])[c:6]1[cH:7][c:8]([O:9][c:10]2[cH:11][c:12]([C:13]#[CH:14])[cH:18][cH:19][cH:20]2)[cH:21][cH:22][c:23]1[N+:24](=[O:25])[O-:26].